This data is from the Open Reaction Database (ORD), a public repository of structured organic reaction records. The task is: describe an organic reaction: reactants, conditions, products, and yield The reactants are COC(=O)C=1C=NC(=NC1)N1CC2=C(NC=3C=CC(=CC23)C2=CC=C(C=C2)C=O)CC1 (Methyl-2-{8-[4-(formyl)phenyl]-1,3,4,5-tetrahydro-2H-pyrido[4,3-b]indol-2-yl}pyrimidine-5-carboxylate), [BH4-].[Na+] (NaBH4). Run in C(Cl)Cl (DCM). Run at time 3 hour. Yields the product COC(=O)C=1C=NC(=NC1)N1CC2=C(NC=3C=CC(=CC23)C2=CC=C(C=C2)CO)CC1 (methyl-2-{8-[4-(hydroxymethyl)phenyl]-1,3,4,5-tetrahydro-2H-pyrido[4,3-b]indol-2-yl}pyrimidine-5-carboxylate). The yield is 33.5%. As a reaction SMILES: [CH3:1][O:2][C:3]([C:5]1[CH:6]=[N:7][C:8]([N:11]2[CH2:31][CH2:30][C:14]3[NH:15][C:16]4[CH:17]=[CH:18][C:19]([C:22]5[CH:27]=[CH:26][C:25]([CH:28]=[O:29])=[CH:24][CH:23]=5)=[CH:20][C:21]=4[C:13]=3[CH2:12]2)=[N:9][CH:10]=1)=[O:4].[BH4-].[Na+]>C(Cl)Cl>[CH3:1][O:2][C:3]([C:5]1[CH:6]=[N:7][C:8]([N:11]2[CH2:31][CH2:30][C:14]3[NH:15][C:16]4[CH:17]=[CH:18][C:19]([C:22]5[CH:27]=[CH:26][C:25]([CH2:28][OH:29])=[CH:24][CH:23]=5)=[CH:20][C:21]=4[C:13]=3[CH2:12]2)=[N:9][CH:10]=1)=[O:4] |f:1.2|. Reported procedure: To a solution of Example 102 (0.150 g, 0.36 mmol) in DCM was added NaBH4 (0.069 g, 1.81 mmol) under nitrogen atmosphere at 0° C. The reaction mixture temperature was raised to room temperature and continued stirring for 3 hr. The progress of the reaction was monitored by TLC and upon completion, the mixture was partitioned between DCM (25 mL) and water (15 mL) and the organic layer was separated, dried over Na2SO4 filtered and the solvent was removed under reduced pressure to give crude residue,... The reactants are CN, CO, CCOCc1nc(-c2ccc(OCC3CO3)cc2)cn1-c1ccc(Oc2ccc(Cl)cc2)cc1. Yields the product CCOCc1nc(-c2ccc(OCC(O)CNC)cc2)cn1-c1ccc(Oc2ccc(Cl)cc2)cc1. Reaction SMILES: [CH3:35][NH2:36].[CH3:37][OH:38].[Cl:1][c:2]1[cH:3][cH:4][c:5]([O:6][c:7]2[cH:8][cH:9][c:10](-[n:13]3[c:14]([CH2:29][O:30][CH2:31][CH3:32])[n:15][c:16](-[c:18]4[cH:19][cH:20][c:21]([O:24][CH2:25][CH:26]5[O:27][CH2:28]5)[cH:22][cH:23]4)[cH:17]3)[cH:11][cH:12]2)[cH:33][cH:34]1>>[Cl:1][c:2]1[cH:3][cH:4][c:5]([O:6][c:7]2[cH:8][cH:9][c:10](-[n:13]3[c:14]([CH2:29][O:30][CH2:31][CH3:32])[n:15][c:16](-[c:18]4[cH:19][cH:20][c:21]([O:24][CH2:25][CH:26]([OH:27])[CH2:28][NH:36][CH3:35])[cH:22][cH:23]4)[cH:17]3)[cH:11][cH:12]2)[cH:33][cH:34]1. The reactants are FC1=C(C(=C(C(=C1[N+](=O)[O-])F)F)F)F (pentafluoronitrobenzene), C(C1=CC=CC=C1)O (benzyl alcohol), C([O-])([O-])=O.[K+].[K+] (potassium carbonate). The solvent is C1(CCCO1)=O (γ-butyrolactone). Run at time 24 hour. Yields the product C(C1=CC=CC=C1)OC1=C(C(=C(C(=C1F)F)[N+](=O)[O-])F)F (1-benzyloxy-4-nitro-2,3,5,6-tetrafluorobenzene). As a reaction SMILES: [F:1][C:2]1[C:7]([N+:8]([O-:10])=[O:9])=[C:6]([F:11])[C:5]([F:12])=[C:4](F)[C:3]=1[F:14].[CH2:15]([OH:22])[C:16]1[CH:21]=[CH:20][CH:19]=[CH:18][CH:17]=1.C(=O)([O-])[O-].[K+].[K+]>C1(=O)OCCC1>[CH2:15]([O:22][C:4]1[C:5]([F:12])=[C:6]([F:11])[C:7]([N+:8]([O-:10])=[O:9])=[C:2]([F:1])[C:3]=1[F:14])[C:16]1[CH:21]=[CH:20][CH:19]=[CH:18][CH:17]=1 |f:2.3.4|. Procedure: 21.3 g of pentafluoronitrobenzene (0.1 mol) and 12 g of benzyl alcohol (0.11 mol, i.e. a 10% excess) are dissolved in 200 ml of dry γ-butyrolactone in a three-neck flask fitted with stirrer. 30 g of potassium carbonate (0.22 mol) are then added in portions, and the mixture is stirred at room temperature for 24 hours. The reaction solution is then filtered via a fluted filter, and the crude product is extracted by shaking with 200 ml of ethyl acetate and 300 ml of water. The organic phase is wash... Reactants: COc1ccc(CN2Cc3cccc(OCCN(C)C)c3C2)c(OC)c1, COc1ccccc1, CCOC(C)=O, O=C(O)C(F)(F)F. The product is CN(C)CCOc1cccc2c1CNC2. Reaction SMILES: [CH3:1][O:2][c:3]1[cH:4][c:5]([O:21][CH3:22])[cH:23][cH:24][c:25]1[CH2:26][N:6]1[CH2:7][c:8]2[cH:9][cH:10][cH:11][c:12]([O:15][CH2:16][CH2:17][N:18]([CH3:19])[CH3:20])[c:13]2[CH2:14]1.[CH3:34][O:35][c:36]1[cH:37][cH:38][cH:39][cH:40][cH:41]1.[CH3:42][CH2:43][O:44][C:45](=[O:46])[CH3:47].[OH:27][C:28]([C:29]([F:30])([F:31])[F:32])=[O:33]>>[NH:6]1[CH2:7][c:8]2[cH:9][cH:10][cH:11][c:12]([O:15][CH2:16][CH2:17][N:18]([CH3:19])[CH3:20])[c:13]2[CH2:14]1. The reactants are CS(=O)(=O)OC1CC2=CC=CC=C2CC1 (1,2,3,4-tetrahydronaphthalen-2-yl methanesulfonate), N1C=NC=C1 (imidazole). The solvent is CN(C)C=O (DMF). The product is C1C(CCC2=CC=CC=C12)N1C=NC=C1 (1-(1,2,3,4-tetrahydronaphthalen-2-yl)imidazole). The yield is 37500.0%. RXN SMILES: CS(O[CH:6]1[CH2:15][CH2:14][C:13]2[C:8](=[CH:9][CH:10]=[CH:11][CH:12]=2)[CH2:7]1)(=O)=O.[NH:16]1[CH:20]=[CH:19][N:18]=[CH:17]1>CN(C=O)C>[CH2:7]1[C:8]2[C:13](=[CH:12][CH:11]=[CH:10][CH:9]=2)[CH2:14][CH2:15][CH:6]1[N:16]1[CH:20]=[CH:19][N:18]=[CH:17]1. Reported procedure: A mixture of 1,2,3,4-tetrahydronaphthalen-2-yl methanesulfonate (15.74 g, 69.6 mmol), prepared as in Example 7, and imidazole (23.68 g, 349 mmol) in 100 mL of DMF was heated at 80° to 90° C. under argon for 24 hours. The solvent was removed under vacuum by rotary evaporation. The residue was dissolved in 500 mL of ethyl acetate and the solution was washed with water (5×250 mL). The combined aqueous layer was extracted with 500 mL of ethyl acetate and the extract was then washed with water (5×250... Starting materials: C(CC1=CC=CC=C1)O (phenethyl alcohol), [H-].[Na+] (sodium hydride), ClCC(=O)O (chloroacetic acid). Run in CN(C=O)C (dimethylformamide). Conditions: temperature 60 celsius, time 10 minute. Yields the product C1(=CC=CC=C1)CCOCC(=O)O (2-phenylethoxyacetic acid). Yield: 85.0%. Reaction SMILES: [CH2:1]([OH:9])[CH2:2][C:3]1[CH:8]=[CH:7][CH:6]=[CH:5][CH:4]=1.[H-].[Na+].Cl[CH2:13][C:14]([OH:16])=[O:15]>CN(C)C=O>[C:3]1([CH2:2][CH2:1][O:9][CH2:13][C:14]([OH:16])=[O:15])[CH:8]=[CH:7][CH:6]=[CH:5][CH:4]=1 |f:1.2|. Reported procedure: 6.1 g of phenethyl alcohol in 100 ml of dimethylformamide were treated with 4.8 g of a 50% sodium hydride dispersion in mineral oil and the mixture was stirred for 10 minutes at 60° C. 4.73 g of chloroacetic acid were added and the mixture was heated at 60° C. for 0.5 hour with stirring. The mixture was evaporated to dryness and the residue was partitioned between water and diethyl ether. The aqueous phase was acidified to pH 1 with concentrated hydrochloric acid and extracted with ethyl acetate... Reactants: N[C@@H](CC(C)C)C(=O)O (L-Leu-OH), N(=O)[O-].[Na+] (sodium nitrite). Solvent: OS(=O)(=O)O (H2SO4), O (water). Conditions: temperature 0 celsius, time 24 hour. Product: O[C@H](C(=O)O)CC(C)C ((2S)-2-hydroxy-4-methylpentanoic acid). Isolated yield 28203.2%. Reaction SMILES: N[C@H:2]([C:7]([OH:9])=[O:8])[CH2:3][CH:4]([CH3:6])[CH3:5].N([O-])=[O:11].[Na+]>OS(O)(=O)=O.O>[OH:11][C@@H:2]([CH2:3][CH:4]([CH3:6])[CH3:5])[C:7]([OH:9])=[O:8] |f:1.2|. Procedure details: To a stirred solution of L-Leu-OH (5.0 g, 38.2 mmol) in 1N H2SO4 (50 mL) at 0° C. was slowly added over 1 1/2 h a solution of sodium nitrite (NaNO2 ) (7.5 g, 0.11 mmol) in water (20 mL) while maintaining the temperature at 0° C. The reaction mixture was gradually warmed to R.T., stirred for 24 h, and concentrated to give a white solid. The solid was extracted with ether (5×50 mL). The combined organic layers were dried (MgSO4), filtered and concentrated to give (2S)-2-hydroxy-4-methylpentanoic a... Reactants: O=c1[nH]nnn1-c1ccc(OC(F)(F)F)cc1, CC(O)C1(c2ccc(F)cc2F)CO1. Product: CC(n1nnn(-c2ccc(OC(F)(F)F)cc2)c1=O)C1(c2ccc(F)cc2F)CO1. As a reaction SMILES: [F:15][C:16]([O:17][c:18]1[cH:19][cH:20][c:21](-[n:24]2[n:25][n:26][nH:27][c:28]2=[O:29])[cH:22][cH:23]1)([F:30])[F:31].[F:1][c:2]1[c:3]([C:9]2([CH:12]([CH3:13])[OH:14])[O:10][CH2:11]2)[cH:4][cH:5][c:6]([F:8])[cH:7]1>>[F:1][c:2]1[c:3]([C:9]2([CH:12]([CH3:13])[n:27]3[n:26][n:25][n:24](-[c:21]4[cH:20][cH:19][c:18]([O:17][C:16]([F:15])([F:30])[F:31])[cH:23][cH:22]4)[c:28]3=[O:29])[O:10][CH2:11]2)[cH:4][cH:5][c:6]([F:8])[cH:7]1. The reactants are COc1cc(NC(=O)N2C=CC(=O)CC2c2ccc(F)cc2)c(Br)cc1C(=O)OC(C)(C)C, ClCCl, O=P([O-])([O-])[O-], O=C(O)C(F)(F)F. Product: COc1cc(NC(=O)N2C=CC(=O)CC2c2ccc(F)cc2)c(Br)cc1C(=O)O. Reaction SMILES: [C:1]([CH3:2])([CH3:3])([CH3:4])[O:5][C:6]([c:7]1[c:8]([O:31][CH3:32])[cH:9][c:10]([NH:14][C:15](=[O:16])[N:17]2[CH:18]([c:24]3[cH:25][cH:26][c:27]([F:30])[cH:28][cH:29]3)[CH2:19][C:20](=[O:23])[CH:21]=[CH:22]2)[c:11]([Br:13])[cH:12]1)=[O:33].[Cl:46][CH2:47][Cl:48].[O-:41][P:42](=[O:43])([O-:44])[O-:45].[OH:34][C:35]([C:36]([F:37])([F:38])[F:39])=[O:40]>>[O:5]=[C:6]([c:7]1[c:8]([O:31][CH3:32])[cH:9][c:10]([NH:14][C:15](=[O:16])[N:17]2[CH:18]([c:24]3[cH:25][cH:26][c:27]([F:30])[cH:28][cH:29]3)[CH2:19][C:20](=[O:23])[CH:21]=[CH:22]2)[c:11]([Br:13])[cH:12]1)[OH:33]. Starting materials: ClC(=O)OC (methyl chloroformate), C([O-])([O-])=O.[K+].[K+] (potassium carbonate), C1(=CC=CC=C1)C1=NC(=NO1)C1=CC=C(C=C1)N (5-phenyl-3-(4-aminophenyl)-1,2,4-oxadiazole), ( b ). Run in O1CCOCC1 (dioxane). The product is C1(=CC=CC=C1)C1=NC(=NO1)C1=CC=C(C=C1)NC(OC)=O ([4-(5-phenyl-1,2,4-oxadiazol-3-yl)phenyl]carbamic acid, methyl ester). Reaction SMILES: Cl[C:2]([O:4][CH3:5])=[O:3].[C:6]1([C:12]2[O:16][N:15]=[C:14]([C:17]3[CH:22]=[CH:21][C:20]([NH2:23])=[CH:19][CH:18]=3)[N:13]=2)[CH:11]=[CH:10][CH:9]=[CH:8][CH:7]=1.C(=O)([O-])[O-].[K+].[K+]>O1CCOCC1>[C:6]1([C:12]2[O:16][N:15]=[C:14]([C:17]3[CH:18]=[CH:19][C:20]([NH:23][C:2](=[O:3])[O:4][CH3:5])=[CH:21][CH:22]=3)[N:13]=2)[CH:7]=[CH:8][CH:9]=[CH:10][CH:11]=1 |f:2.3.4|. Reported procedure: 1.4 g. (0.015 mole) of methyl chloroformate is added to a mixture of 2.4 g. (0.01 mole) of 5-phenyl-3-(4-aminophenyl)-1,2,4-oxadiazole, from part (b), and 2.1 g. of potassium carbonate in 50 cc. of dioxane. The resulting mixture is refluxed for 0.5 hours. It is then concentrated to dryness and the residue is crystallized from benzene to yield [4-(5-phenyl-1,2,4-oxadiazol-3-yl)phenyl]carbamic acid, methyl ester.